Dataset: the Open Reaction Database (ORD), a public repository of structured organic reaction records. Task: describe an organic reaction: reactants, conditions, products, and yield The reactants are C(C)OC(=O)N1[C@H]([C@H](CC1)CCO)C(=O)OCC (cis 1-ethoxycarbonyl-2-ethoxycarbonylpyrrolidine-3-ethanol), C(C)(C)N(CC)C(C)C (diisopropylethylamine), C(C1=CC=CC=C1)OCCl (benzyloxymethyl chloride). The solvent is C(Cl)Cl (methylene chloride). Reaction conditions: time 2 hour. Product: C(C)OC(=O)N1[C@H]([C@H](CC1)CCOCOCC1=CC=CC=C1)C(=O)OCC (cis ethyl 1-ethoxycarbonyl-3-[2-(benzyloxymethoxy)-ethyl]-pyrrolidine-2-carboxylate). RXN SMILES: [CH2:1]([O:3][C:4]([N:6]1[CH2:10][CH2:9][C@H:8]([CH2:11][CH2:12][OH:13])[C@@H:7]1[C:14]([O:16][CH2:17][CH3:18])=[O:15])=[O:5])[CH3:2].C(N(C(C)C)CC)(C)C.[CH2:28]([O:35][CH2:36]Cl)[C:29]1[CH:34]=[CH:33][CH:32]=[CH:31][CH:30]=1>C(Cl)Cl>[CH2:1]([O:3][C:4]([N:6]1[CH2:10][CH2:9][C@H:8]([CH2:11][CH2:12][O:13][CH2:36][O:35][CH2:28][C:29]2[CH:34]=[CH:33][CH:32]=[CH:31][CH:30]=2)[C@@H:7]1[C:14]([O:16][CH2:17][CH3:18])=[O:15])=[O:5])[CH3:2]. Procedure details: A solution of 6 g of cis 1-ethoxycarbonyl-2-ethoxycarbonylpyrrolidine-3-ethanol in 75 ml of methylene chloride containing 7.3 ml of diisopropylethylamine, to which is added 5.1 ml of 85% benzyloxymethyl chloride, is stirred 31/2 hours at room temperature. The solution is washed with water and saturated aqueous sodium bicarbonate. The solution is then dried over sodium sulfate, filtered, concentrated and purified by flash chromatography using ethyl acetate/hexane (1:4) to yield cis ethyl 1-ethoxy...